Dataset: the Open Reaction Database (ORD), a public repository of structured organic reaction records. Task: describe an organic reaction: reactants, conditions, products, and yield Reactants: CCOCC, CC(=O)O, COC(=O)C(C)(SC)c1cccs1, [Cu+2], O=S(=O)([O-])[O-], [Zn]. Yields the product COC(=O)C(C)c1cccs1. RXN SMILES: [CH3:14][CH2:15][O:16][CH2:17][CH3:18].[CH3:19][C:20](=[O:21])[OH:22].[CH3:1][S:2][C:3]([C:4](=[O:5])[O:6][CH3:7])([CH3:8])[c:9]1[s:10][cH:11][cH:12][cH:13]1.[Cu+2:28].[S:23]([O-:24])([O-:25])(=[O:26])=[O:27].[Zn:29]>>[CH:3]([C:4](=[O:5])[O:6][CH3:7])([CH3:8])[c:9]1[s:10][cH:11][cH:12][cH:13]1.